Dataset: the Open Reaction Database (ORD), a public repository of structured organic reaction records. Task: describe an organic reaction: reactants, conditions, products, and yield Reactants: CC(C)OC(=O)/N=N/C(=O)OC(C)C (DIAD), C(C)N1C(NC2=C1C=CC=C2)=O (1-ethyl-1,3-dihydro-benzimidazol-2-one), ClCC[C@H](O)C1=CC=CC=C1 ((S)-(−)-3-chloro-1-phenyl-1-propanol), C1(=CC=CC=C1)P(C1=CC=CC=C1)C1=CC=CC=C1 (triphenylphosphine). Run in C1CCOC1 (THF). Reaction conditions: time 18 hour. Yields the product ClCC[C@H](C1=CC=CC=C1)N1C(N(C2=C1C=CC=C2)CC)=O (1-[(1R)-3-chloro-1-phenylpropyl]-3-ethyl-1,3-dihydro-2H-benzimidazol-2-one). Yield: 25.6%. RXN SMILES: [CH2:1]([N:3]1[C:7]2[CH:8]=[CH:9][CH:10]=[CH:11][C:6]=2[NH:5][C:4]1=[O:12])[CH3:2].[Cl:13][CH2:14][CH2:15][C@@H:16]([C:18]1[CH:23]=[CH:22][CH:21]=[CH:20][CH:19]=1)O.C1(P(C2C=CC=CC=2)C2C=CC=CC=2)C=CC=CC=1.CC(OC(/N=N/C(OC(C)C)=O)=O)C>C1COCC1>[Cl:13][CH2:14][CH2:15][C@@H:16]([N:5]1[C:6]2[CH:11]=[CH:10][CH:9]=[CH:8][C:7]=2[N:3]([CH2:1][CH3:2])[C:4]1=[O:12])[C:18]1[CH:23]=[CH:22][CH:21]=[CH:20][CH:19]=1. Reported procedure: To a mixture of 1-ethyl-1,3-dihydro-benzimidazol-2-one (1 g, 6.2 mmol), (S)-(−)-3-chloro-1-phenyl-1-propanol (1.16 g, 6.8 mmol), and triphenylphosphine (1.78 g, 6.8 mmol) in anhydrous THF (25 mL) was added DIAD (1.38 g, 6.8 mmol) under nitrogen at room temperature. The mixture was stirred under nitrogen at room temperature for 18 hrs and solvent removed in vacuo. The residue was purified by a silica gel column (33% ethyl acetate in hexane) to afford 1-[(1R)-3-chloro-1-phenylpropyl]-3-ethyl-1,3-d...